Task: describe an organic reaction: reactants, conditions, products, and yield. Dataset: the Open Reaction Database (ORD), a public repository of structured organic reaction records Yields the product CCCCCCCCc1ccc2c(c1)CCC(C(N)(CO)CO)C2. As a reaction SMILES: [CH2:33]1[O:34][CH2:35][CH2:36][CH2:37]1.[CH3:31][OH:32].[CH3:39][CH2:40][O:41][C:42](=[O:43])[CH3:44].[Li+:29].[OH-:28].[OH2:30].[OH2:38].[OH:1][CH2:2][C:3]([CH:4]1[CH2:5][c:6]2[cH:7][cH:8][c:9]([CH2:14][CH2:15][CH2:16][CH2:17][CH2:18][CH2:19][CH2:20][CH3:21])[cH:10][c:11]2[CH2:12][CH2:13]1)([CH2:22][OH:23])[NH:24][C:25](=[O:26])[CH3:27]>>[OH:1][CH2:2][C:3]([CH:4]1[CH2:5][c:6]2[cH:7][cH:8][c:9]([CH2:14][CH2:15][CH2:16][CH2:17][CH2:18][CH2:19][CH2:20][CH3:21])[cH:10][c:11]2[CH2:12][CH2:13]1)([CH2:22][OH:23])[NH2:24]. Starting materials: C1CCOC1, CO, CCOC(C)=O, [Li+], [OH-], O, O, CCCCCCCCc1ccc2c(c1)CCC(C(CO)(CO)NC(C)=O)C2. Reactants: C(CCSCC(=O)OC)SCC(=O)OC (Dimethyl 2,2′-(propane-1,3-diylbis(sulfanediyl))diacetate). Solvent: Cl (HCl). Product: C(CCSCC(=O)O)SCC(=O)O (2,2′-(Propane-1,3-diylbis(sulfanediyl))diacetic acid). The yield is 72.4%. RXN SMILES: [CH2:1]([S:10][CH2:11][C:12]([O:14]C)=[O:13])[CH2:2][CH2:3][S:4][CH2:5][C:6]([O:8]C)=[O:7]>Cl>[CH2:3]([S:4][CH2:5][C:6]([OH:8])=[O:7])[CH2:2][CH2:1][S:10][CH2:11][C:12]([OH:14])=[O:13]. Procedure details: Dimethyl 2,2′-(propane-1,3-diylbis(sulfanediyl))diacetate (11.3 g, 44.9 mmol) was heated to reflux for two hours in 2 N HCl (50 mL). Upon completion, the reaction mixture was cooled to room temperature. The reaction mixture was concentrated to dryness under reduced pressure to give 7.29 g of Compound 10 as an off-white solid (32.5 mmol, 72.4%). 1H NMR (400 MHz, CD2Cl2) δ 11.45 (s, 2H), 3.28 (s, 4H), 2.82-2.69 (m, 4H), 1.92 (p, J=7.2 Hz, 2H). 13C NMR (101 MHz, CD2Cl2) δ 177.36, 33.93, 31.90, 28.6... Reactants: Cl.NC1=C2N=CN(C2=NC=N1)C1=CC=C(C=C1)NC(=O)NC1=CC(=C(C=C1)Cl)C(F)(F)F (1-[4-(6-amino-purin-9-yl)phenyl]-3-(4-chloro-3-(trifluoromethyl)phenyl)urea hydrochloride), COC(N(C)C)OC (dimethylformamide dimethylacetal). Run in N1=CC=CC=C1 (pyridine). Conditions: time 16 hour. The product is Cl.ClC1=C(C=C(C=C1)NC(NC1=CC=C(C=C1)N1C2=NC=NC(=C2N=C1)N=CN(C)C)=O)C(F)(F)F (N′-(9-{4-[3-(4-chloro-3-(trifluoromethyl)phenyl)ureido]phenyl}-9H-purin-6-yl)-N,N-dimethylformamidine hydrochloride). Isolated yield 224.7%. Reaction SMILES: Cl.[NH2:2][C:3]1[N:11]=[CH:10][N:9]=[C:8]2[C:4]=1[N:5]=[CH:6][N:7]2[C:12]1[CH:17]=[CH:16][C:15]([NH:18][C:19]([NH:21][C:22]2[CH:27]=[CH:26][C:25]([Cl:28])=[C:24]([C:29]([F:32])([F:31])[F:30])[CH:23]=2)=[O:20])=[CH:14][CH:13]=1.CO[CH:35](OC)[N:36]([CH3:38])[CH3:37]>N1C=CC=CC=1>[ClH:28].[Cl:28][C:25]1[CH:26]=[CH:27][C:22]([NH:21][C:19](=[O:20])[NH:18][C:15]2[CH:14]=[CH:13][C:12]([N:7]3[CH:6]=[N:5][C:4]4[C:8]3=[N:9][CH:10]=[N:11][C:3]=4[N:2]=[CH:35][N:36]([CH3:38])[CH3:37])=[CH:17][CH:16]=2)=[CH:23][C:24]=1[C:29]([F:31])([F:32])[F:30] |f:0.1,4.5|. Reported procedure: In 10 mL of pyridine, 463 mg (0.957 mmol) of 1-[4-(6-amino-purin-9-yl)phenyl]-3-(4-chloro-3-(trifluoromethyl)phenyl)urea hydrochloride was dissolved, and 455 mg (3.83 mmol) of dimethylformamide dimethylacetal was added thereto and the mixture solution was stirred at room temperature for 16 hours. The reaction solution was concentrated under reduced pressure, and then the residue was triturated with ethyl acetate and collected by filtration, and vacuum dried. The white solid was dissolved in 10 m... Product: CCOC(=O)c1cc(CN(C)c2ccc(Cl)cc2)c[nH]1. Starting materials: [BH3-]C#N, CCOC(=O)c1cc(C=O)c[nH]1, CC(=O)O, CO, CNc1ccc(Cl)cc1, [K+], [K+], [Na+], O=C([O-])[O-]. Reaction SMILES: [C:22]([BH3-:23])#[N:24].[CH2:10]([CH3:11])[O:12][C:13](=[O:14])[c:15]1[nH:16][cH:17][c:18]([CH:20]=[O:21])[cH:19]1.[CH3:32][C:33](=[O:34])[OH:35].[CH3:36][OH:37].[Cl:1][c:2]1[cH:3][cH:4][c:5]([NH:6][CH3:7])[cH:8][cH:9]1.[K+:26].[K+:27].[Na+:25].[O-:28][C:29]([O-:30])=[O:31]>>[Cl:1][c:2]1[cH:3][cH:4][c:5]([N:6]([CH3:7])[CH2:20][c:18]2[cH:17][nH:16][c:15]([C:13]([O:12][CH2:10][CH3:11])=[O:14])[cH:19]2)[cH:8][cH:9]1. Starting materials: OCCBr, CCOC(C)=O, Cc1cc(Nc2ncc(Cl)c(Nc3ccccc3S(=O)(=O)C(C)C)n2)c(OC(C)C)cc1C1CCNCC1, CN(C)C=O. The product is Cc1cc(Nc2ncc(Cl)c(Nc3ccccc3S(=O)(=O)C(C)C)n2)c(OC(C)C)cc1C1CCN(CCO)CC1. Reaction SMILES: [Br:39][CH2:40][CH2:41][OH:42].[CH3:48][CH2:49][O:50][C:51](=[O:52])[CH3:53].[Cl:1][c:2]1[c:3]([NH:26][c:27]2[c:28]([S:33](=[O:34])(=[O:35])[CH:36]([CH3:37])[CH3:38])[cH:29][cH:30][cH:31][cH:32]2)[n:4][c:5]([NH:8][c:9]2[c:10]([O:22][CH:23]([CH3:24])[CH3:25])[cH:11][c:12]([CH:16]3[CH2:17][CH2:18][NH:19][CH2:20][CH2:21]3)[c:13]([CH3:15])[cH:14]2)[n:6][cH:7]1.[O:43]=[CH:44][N:45]([CH3:46])[CH3:47]>>[Cl:1][c:2]1[c:3]([NH:26][c:27]2[c:28]([S:33](=[O:34])(=[O:35])[CH:36]([CH3:37])[CH3:38])[cH:29][cH:30][cH:31][cH:32]2)[n:4][c:5]([NH:8][c:9]2[c:10]([O:22][CH:23]([CH3:24])[CH3:25])[cH:11][c:12]([CH:16]3[CH2:17][CH2:18][N:19]([CH2:40][CH2:41][OH:42])[CH2:20][CH2:21]3)[c:13]([CH3:15])[cH:14]2)[n:6][cH:7]1. The reactants are FC1=C(C=C(C=C1)C)OC1=CC=CC=C1 (4-fluoro-3-phenoxy-toluene), BrN1C(CCC1=O)=O (N-bromosuccinimide), N(=NC(C#N)(C)C)C(C#N)(C)C (azodiisobutyronitrile). Run in C(Cl)(Cl)(Cl)Cl (carbon tetrachloride). The product is FC1=C(C=C(CBr)C=C1)OC1=CC=CC=C1 (4-fluoro-3-phenoxy-benzyl bromide). As a reaction SMILES: [F:1][C:2]1[CH:7]=[CH:6][C:5]([CH3:8])=[CH:4][C:3]=1[O:9][C:10]1[CH:15]=[CH:14][CH:13]=[CH:12][CH:11]=1.[Br:16]N1C(=O)CCC1=O.N(C(C)(C)C#N)=NC(C)(C)C#N>C(Cl)(Cl)(Cl)Cl>[F:1][C:2]1[CH:7]=[CH:6][C:5]([CH2:8][Br:16])=[CH:4][C:3]=1[O:9][C:10]1[CH:11]=[CH:12][CH:13]=[CH:14][CH:15]=1. Procedure details: For example, 4-fluoro-3-phenoxy-toluene, when reacted with N-bromosuccinimide in the presence of a radical initiator, for example azodiisobutyronitrile, optionally using a diluent, for example carbon tetrachloride, optionally using a diluent, and 100° C., gives 4-fluoro-3-phenoxy-benzyl bromide. From this, 4-fluoro-3-phenoxy-benzaldehyde can be prepared in a Sommelet reaction, that is to say by reaction with hexamethylenetetramine in the presence of a diluent, for example methylene chloride, at ... Starting materials: C(C)(C)NC(C)C (diisopropylamine), C(CCC)[Li] (n-butyllithium), solution, ClC=1C=C(C=CC1Cl)C(C#N)CCOC1OCCCC1 (2-(3,4-dichlorophenyl)-4-(tetrahydropyran-2-yloxy)butanenitrile), C(C)OC(CBr)=O (ethyl-2-bromoacetate). The solvent is O1CCCC1 (tetrahydrofuran), O1CCCC1 (tetrahydrofuran), O (Water), O1CCCC1 (tetrahydrofuran). Run at time 1 hour. The product is C(#N)C(CC(=O)OCC)(CCOC1OCCCC1)C1=CC(=C(C=C1)Cl)Cl (Ethyl 3-cyano-3-(3,4-dichlorophenyl)-5-(tetrahydropyran-2-yloxy)pentanoate). Reaction SMILES: C(NC(C)C)(C)C.C([Li])CCC.[Cl:13][C:14]1[CH:15]=[C:16]([CH:21]([CH2:24][CH2:25][O:26][CH:27]2[CH2:32][CH2:31][CH2:30][CH2:29][O:28]2)[C:22]#[N:23])[CH:17]=[CH:18][C:19]=1[Cl:20].[CH2:33]([O:35][C:36](=[O:39])[CH2:37]Br)[CH3:34]>O1CCCC1.O>[C:22]([C:21]([C:16]1[CH:17]=[CH:18][C:19]([Cl:20])=[C:14]([Cl:13])[CH:15]=1)([CH2:24][CH2:25][O:26][CH:27]1[CH2:32][CH2:31][CH2:30][CH2:29][O:28]1)[CH2:37][C:36]([O:35][CH2:33][CH3:34])=[O:39])#[N:23]. Procedure details: To a solution of diisopropylamine (25.9 ml, 1 mol. equiv.) in tetrahydrofuran (200 ml) at −78° C. under nitrogen was added n-butyllithium (73.9 ml of a 2.5M solution, 1 mol. equiv.). The solution was allowed to warm to room temperature over two hours. A solution of 2-(3,4-dichlorophenyl)-4-(tetrahydropyran-2-yloxy)butanenitrile (PREPARATION 17) (58 g, 158 mmol) in tetrahydrofuran (200 ml) was then added and the solution was stirred for one hour. A solution of ethyl-2-bromoacetate (20.5 ml, 1 mol...